From a dataset of the Open Reaction Database (ORD), a public repository of structured organic reaction records. describe an organic reaction: reactants, conditions, products, and yield Reactants: [Li]CCCC, c1ccc(COCn2cccn2)cc1, C1CCOC1, CN(C)C=O. The product is O=Cc1ccnn1COCc1ccccc1. Reaction SMILES: [CH2:15]([Li:16])[CH2:17][CH2:18][CH3:19].[CH2:1]([c:2]1[cH:3][cH:4][cH:5][cH:6][cH:7]1)[O:8][CH2:9][n:10]1[n:11][cH:12][cH:13][cH:14]1.[CH2:25]1[O:26][CH2:27][CH2:28][CH2:29]1.[O:20]=[CH:21][N:22]([CH3:23])[CH3:24]>>[CH2:1]([c:2]1[cH:3][cH:4][cH:5][cH:6][cH:7]1)[O:8][CH2:9][n:10]1[n:11][cH:12][cH:13][c:14]1[CH:21]=[O:20].